From a dataset of the Open Reaction Database (ORD), a public repository of structured organic reaction records. describe an organic reaction: reactants, conditions, products, and yield Starting materials: FCCBr, O=C([O-])[O-], CN(C)C=O, Clc1ncnc2cc[nH]c12, [Cs+], [Cs+], O. Product: FCCn1ccc2ncnc(Cl)c21. Reaction SMILES: [Br:17][CH2:18][CH2:19][F:20].[C:11](=[O:12])([O-:13])[O-:14].[CH3:21][N:22]([CH3:23])[CH:24]=[O:25].[Cl:1][c:2]1[c:3]2[c:4]([n:5][cH:6][n:7]1)[cH:8][cH:9][nH:10]2.[Cs+:15].[Cs+:16].[OH2:26]>>[Cl:1][c:2]1[c:3]2[c:4]([n:5][cH:6][n:7]1)[cH:8][cH:9][n:10]2[CH2:18][CH2:19][F:20]. Starting materials: BrC1=CC(=C(C(=O)C(C(=O)OCC)=CNC(CO[Si](C)(C)C(C)(C)C)(C)C)C=C1)Cl (ethyl 2-(4-bromo-2-chloro-benzoyl)-3-[2-(tert.-butyl-dimethyl-silanyloxy)-1,1-dimethyl-ethylamino]-acrylate), potassium tert.-butylate. Run in O (water), CS(=O)C (dimethyl sulphoxide). Reaction conditions: time 15 minute. Yields the product BrC1=CC=C2C(C(=CN(C2=C1)C(CO[Si](C)(C)C(C)(C)C)(C)C)C(=O)OCC)=O (ethyl 7-bromo-1-[2-(tert.-butyl-dimethyl-silanyloxy)-1,1-dimethyl-ethyl]-4-oxo-1,4-dihydro-quinoline-3-carboxylate). Yield: 61.3%. As a reaction SMILES: [Br:1][C:2]1[CH:29]=[CH:28][C:5]([C:6]([C:8](=[CH:14][NH:15][C:16]([CH3:27])([CH3:26])[CH2:17][O:18][Si:19]([C:22]([CH3:25])([CH3:24])[CH3:23])([CH3:21])[CH3:20])[C:9]([O:11][CH2:12][CH3:13])=[O:10])=[O:7])=[C:4](Cl)[CH:3]=1>CS(C)=O.O>[Br:1][C:2]1[CH:29]=[C:28]2[C:5]([C:6](=[O:7])[C:8]([C:9]([O:11][CH2:12][CH3:13])=[O:10])=[CH:14][N:15]2[C:16]([CH3:27])([CH3:26])[CH2:17][O:18][Si:19]([C:22]([CH3:25])([CH3:24])[CH3:23])([CH3:21])[CH3:20])=[CH:4][CH:3]=1. Procedure details: 13bm) 4.3 g of ethyl 2-(4-bromo-2-chloro-benzoyl)-3-[2-(tert.-butyl-dimethyl-silanyloxy)-1,1-dimethyl-ethylamino]-acrylate (Example 13bl)) were dissolved in 40 ml of dimethyl sulphoxide under argon, treated with 1.1 g of potassium tert.-butylate and stirred for 15 min. Then, the mixture was stirred at 50° for 1.5 hrs. After cooling the mixture was diluted with 200 ml of water and the product was then extracted with two 200 ml portions of ethyl acetate, purified by silica gel chromatography in he... Reactants: COC(=O)N1CCC(CO[Si](C)(C)C(C)(C)C)CC1CCC(C)(C)C, CCCC[N+](CCCC)(CCCC)CCCC, C1CCOC1, [F-]. Yields the product COC(=O)N1CCC(CO)CC1CCC(C)(C)C. RXN SMILES: [C:1]([Si:2]([CH3:3])([CH3:4])[O:6][CH2:7][CH:8]1[CH2:9][CH:10]([CH2:18][CH2:19][C:20]([CH3:21])([CH3:22])[CH3:23])[N:11]([C:14](=[O:15])[O:16][CH3:17])[CH2:12][CH2:13]1)([CH3:5])([CH3:24])[CH3:25].[CH2:27]([N+:28]([CH2:29][CH2:30][CH2:31][CH3:32])([CH2:33][CH2:34][CH2:35][CH3:36])[CH2:37][CH2:38][CH2:39][CH3:40])[CH2:41][CH2:42][CH3:43].[CH2:44]1[O:45][CH2:46][CH2:47][CH2:48]1.[F-:26]>>[OH:6][CH2:7][CH:8]1[CH2:9][CH:10]([CH2:18][CH2:19][C:20]([CH3:21])([CH3:22])[CH3:23])[N:11]([C:14](=[O:15])[O:16][CH3:17])[CH2:12][CH2:13]1. The reactants are CNC, O=Cc1ccc2ncnc(Cl)c2c1, C1COCCO1, O. The product is CN(C)c1ncnc2ccc(C=O)cc12. As a reaction SMILES: [CH3:14][NH:15][CH3:16].[Cl:1][c:2]1[n:3][cH:4][n:5][c:6]2[cH:7][cH:8][c:9]([CH:12]=[O:13])[cH:10][c:11]12.[O:17]1[CH2:18][CH2:19][O:20][CH2:21][CH2:22]1.[OH2:23]>>[c:2]1([N:15]([CH3:14])[CH3:16])[n:3][cH:4][n:5][c:6]2[cH:7][cH:8][c:9]([CH:12]=[O:13])[cH:10][c:11]12. The reactants are COc1cnc2ccc(C(C)(C)C(=O)O)cc2c1, CCN(C(C)C)C(C)C, CN(C)C=O, NNc1ccc(-c2ccccc2)nn1. The product is COc1cnc2ccc(C(C)(C)C(=O)NNc3ccc(-c4ccccc4)nn3)cc2c1. As a reaction SMILES: [CH3:1][O:2][c:3]1[cH:4][n:5][c:6]2[cH:7][cH:8][c:9]([C:13]([C:14](=[O:15])[OH:16])([CH3:17])[CH3:18])[cH:10][c:11]2[cH:12]1.[CH:19]([N:20]([CH2:21][CH3:22])[CH:23]([CH3:24])[CH3:25])([CH3:26])[CH3:27].[O:42]=[CH:43][N:44]([CH3:45])[CH3:46].[c:28]1(-[c:34]2[cH:35][cH:36][c:37]([NH:40][NH2:41])[n:38][n:39]2)[cH:29][cH:30][cH:31][cH:32][cH:33]1>>[CH3:1][O:2][c:3]1[cH:4][n:5][c:6]2[cH:7][cH:8][c:9]([C:13]([C:14](=[O:16])[NH:41][NH:40][c:37]3[cH:36][cH:35][c:34](-[c:28]4[cH:29][cH:30][cH:31][cH:32][cH:33]4)[n:39][n:38]3)([CH3:17])[CH3:18])[cH:10][c:11]2[cH:12]1.